From a dataset of the Open Reaction Database (ORD), a public repository of structured organic reaction records. describe an organic reaction: reactants, conditions, products, and yield Reactants: ClC(Cl)(Cl)Cl, CCC(C)Oc1cccc(CO)c1, c1ccc(P(c2ccccc2)c2ccccc2)cc1. Yields the product CCC(C)Oc1cccc(CCl)c1. RXN SMILES: [C:33]([Cl:34])([Cl:35])([Cl:36])[Cl:37].[CH3:1][CH:2]([CH2:3][CH3:4])[O:5][c:6]1[cH:7][c:8]([CH2:12][OH:13])[cH:9][cH:10][cH:11]1.[c:14]1([P:15]([c:16]2[cH:17][cH:18][cH:19][cH:20][cH:21]2)[c:22]2[cH:23][cH:24][cH:25][cH:26][cH:27]2)[cH:28][cH:29][cH:30][cH:31][cH:32]1>>[CH3:1][CH:2]([CH2:3][CH3:4])[O:5][c:6]1[cH:7][c:8]([CH2:12][Cl:34])[cH:9][cH:10][cH:11]1. Reactants: Clc1cnccn1, OB(O)c1ccc(C(F)(F)F)cc1, [Na+], [Na+], O=C([O-])[O-], C1COCCO1. The product is FC(F)(F)c1ccc(-c2cnccn2)cc1. As a reaction SMILES: [Cl:1][c:2]1[n:3][cH:4][cH:5][n:6][cH:7]1.[F:8][C:9]([c:10]1[cH:11][cH:12][c:13]([B:16]([OH:17])[OH:18])[cH:14][cH:15]1)([F:19])[F:20].[Na+:21].[Na+:22].[O-:23][C:24](=[O:25])[O-:26].[O:27]1[CH2:28][CH2:29][O:30][CH2:31][CH2:32]1>>[c:2]1(-[c:13]2[cH:12][cH:11][c:10]([C:9]([F:8])([F:19])[F:20])[cH:15][cH:14]2)[n:3][cH:4][cH:5][n:6][cH:7]1. The reactants are CO, COC(=O)c1ccc(-n2ncc(C(=O)NC3C4CC5CC(C4)CC3C5)c2C(C)(C)C)cc1, [Na+], [OH-]. Yields the product CC(C)(C)c1c(C(=O)NC2C3CC4CC(C3)CC2C4)cnn1-c1ccc(C(=O)O)cc1. As a reaction SMILES: [CH3:35][OH:36].[CH:3]12[CH:4]([NH:13][C:14](=[O:15])[c:16]3[cH:17][n:18][n:19](-[c:25]4[cH:26][cH:27][c:28]([C:29](=[O:30])[O:31][CH3:32])[cH:33][cH:34]4)[c:20]3[C:21]([CH3:22])([CH3:23])[CH3:24])[CH:5]3[CH2:6][CH:7]([CH2:8][CH:9]([CH2:10]1)[CH2:11]3)[CH2:12]2.[Na+:2].[OH-:1]>>[CH:3]12[CH:4]([NH:13][C:14](=[O:15])[c:16]3[cH:17][n:18][n:19](-[c:25]4[cH:26][cH:27][c:28]([C:29](=[O:30])[OH:31])[cH:33][cH:34]4)[c:20]3[C:21]([CH3:22])([CH3:23])[CH3:24])[CH:5]3[CH2:6][CH:7]([CH2:8][CH:9]([CH2:10]1)[CH2:11]3)[CH2:12]2. Reactants: N1(C=NC=C1)CCN (1H-imidazole-1-ethanamine), O (water), ClC=1C=C2C=C(NC2=CC1)C(=O)O (5-chloroindole-2-carboxylic acid), C(=O)(N1C=NC=C1)N1C=NC=C1 (1,1'-carbonyldiimidazole). The solvent is O1CCCC1 (tetrahydrofuran), O1CCCC1 (tetrahydrofuran). Reaction conditions: time 4 hour. Product: ClC=1C=C2C=C(NC2=CC1)C(=O)NCCN1C=NC=C1 (5-Chloro-N-[2-(1H-imidazol-1-yl)ethyl]-1H-indole-2-carboxamide). RXN SMILES: [Cl:1][C:2]1[CH:3]=[C:4]2[C:8](=[CH:9][CH:10]=1)[NH:7][C:6]([C:11]([OH:13])=O)=[CH:5]2.C(N1C=CN=C1)(N1C=CN=C1)=O.[N:26]1([CH2:31][CH2:32][NH2:33])[CH:30]=[CH:29][N:28]=[CH:27]1.O>O1CCCC1>[Cl:1][C:2]1[CH:3]=[C:4]2[C:8](=[CH:9][CH:10]=1)[NH:7][C:6]([C:11]([NH:33][CH2:32][CH2:31][N:26]1[CH:30]=[CH:29][N:28]=[CH:27]1)=[O:13])=[CH:5]2. Reported procedure: A mixture of 1.8 g of 5-chloroindole-2-carboxylic acid in 50 ml of tetrahydrofuran was treated with 1.5 g of 1,1'-carbonyldiimidazole and allowed to stand at room temperature for 4 hours. A solution of 1.15 g of 1H-imidazole-1-ethanamine in 25 ml of tetrahydrofuran was added and the reaction mixture was heated at reflux temperature for 3 hours, treated with 10 ml of water and again heated for one hour and then concentrated to remove the solvent. The residue was shaken with 5 ml of 1N sodium hydr... Product: CCC(CC)(c1ccc(CCC(O[Si](C)(C)C(C)(C)C)C(C)(C)C)c(C)c1)c1ccc(-c2ccc(CC(=O)OC)c(Cl)c2)c(C)c1. As a reaction SMILES: [C:1]([CH3:2])([CH3:3])([CH3:4])[Si:5]([CH3:6])([CH3:7])[O:8][CH:9]([C:10]([CH3:11])([CH3:12])[CH3:13])[CH2:14][CH2:15][c:16]1[c:17]([CH3:43])[cH:18][c:19]([C:22]([CH2:23][CH3:24])([c:25]2[cH:26][c:27]([CH3:40])[c:28]([B:31]3[O:32][C:33]([CH3:34])([CH3:35])[C:36]([CH3:37])([CH3:38])[O:39]3)[cH:29][cH:30]2)[CH2:41][CH3:42])[cH:20][cH:21]1.[CH3:81][O:82][C:83]([CH2:84][c:85]1[c:86]([Cl:92])[cH:87][c:88]([Cl:91])[cH:89][cH:90]1)=[O:93].[CH3:94][CH2:95][O:96][CH2:97][CH3:98].[CH:44]1([P:45]([CH:46]2[CH2:47][CH2:48][CH2:49][CH2:50][CH2:51]2)[c:52]2[cH:53][cH:54][cH:55][cH:56][c:57]2-[c:58]2[c:59]([O:60][CH3:61])[cH:62][cH:63][cH:64][c:65]2[O:66][CH3:67])[CH2:68][CH2:69][CH2:70][CH2:71][CH2:72]1.[K+:78].[K+:79].[K+:80].[O-:100][C:101]([CH3:102])=[O:103].[O-:104][C:105]([CH3:106])=[O:107].[P:73]([O-:74])([O-:75])([O-:76])=[O:77].[Pd+2:99]>>[C:1]([CH3:2])([CH3:3])([CH3:4])[Si:5]([CH3:6])([CH3:7])[O:8][CH:9]([C:10]([CH3:11])([CH3:12])[CH3:13])[CH2:14][CH2:15][c:16]1[c:17]([CH3:43])[cH:18][c:19]([C:22]([CH2:23][CH3:24])([c:25]2[cH:26][c:27]([CH3:40])[c:28](-[c:88]3[cH:87][c:86]([Cl:92])[c:85]([CH2:84][C:83]([O:82][CH3:81])=[O:93])[cH:90][cH:89]3)[cH:29][cH:30]2)[CH2:41][CH3:42])[cH:20][cH:21]1. Starting materials: CCC(CC)(c1ccc(CCC(O[Si](C)(C)C(C)(C)C)C(C)(C)C)c(C)c1)c1ccc(B2OC(C)(C)C(C)(C)O2)c(C)c1, COC(=O)Cc1ccc(Cl)cc1Cl, CCOCC, COc1cccc(OC)c1-c1ccccc1P(C1CCCCC1)C1CCCCC1, [K+], [K+], [K+], CC(=O)[O-], CC(=O)[O-], O=P([O-])([O-])[O-], [Pd+2]. The reactants are C(C)(C)(C)OC(N[C@@H](C)C1=NC2=C(N1C1=CC(=CC=C1)C#N)C=CC=C2)=O ({(S)-1-[1-(3-cyanophenyl)-1H-benzoimidazol-2-yl]ethyl}carbamic acid tert-butyl ester), C(=O)(C(F)(F)F)O (TFA). Run in C(Cl)Cl (DCM). Run at time 15 minute. Product: N[C@@H](C)C1=NC2=C(N1C=1C=C(C#N)C=CC1)C=CC=C2 (3-[2-((S)-1-Aminoethyl)benzoimidazol-1-yl]benzonitrile). Isolated yield 40.2%. RXN SMILES: C(OC(=O)[NH:7][C@H:8]([C:10]1[N:14]([C:15]2[CH:20]=[CH:19][CH:18]=[C:17]([C:21]#[N:22])[CH:16]=2)[C:13]2[CH:23]=[CH:24][CH:25]=[CH:26][C:12]=2[N:11]=1)[CH3:9])(C)(C)C.C(O)(C(F)(F)F)=O>C(Cl)Cl>[NH2:7][C@H:8]([C:10]1[N:14]([C:15]2[CH:16]=[C:17]([CH:18]=[CH:19][CH:20]=2)[C:21]#[N:22])[C:13]2[CH:23]=[CH:24][CH:25]=[CH:26][C:12]=2[N:11]=1)[CH3:9]. Procedure: To a solution of {(S)-1-[1-(3-cyanophenyl)-1H-benzoimidazol-2-yl]ethyl}carbamic acid tert-butyl ester (200 mg, 0.55 mmol) in DCM (2 mL) was added TFA (5 mL) and the mixture was stirred at RT for 15 min. The volatiles were removed in vacuo and the resulting residue dissolved in DCM and washed with a saturated aqueous solution of NaHCO3. The aqueous phase was further extracted with DCM (×3) and the combined organic fractions were dried (Na2SO4) and concentrated in vacuo. The resulting residue was ... Solvent: CN(C=O)C (N,N-dimethylformamide). As a reaction SMILES: [Cl:1][C:2]1[CH:14]=[CH:13][CH:12]=[CH:11][C:3]=1[CH2:4][CH:5]([C:9]#[N:10])C(O)=O>CN(C)C=O>[Cl:1][C:2]1[CH:14]=[CH:13][CH:12]=[CH:11][C:3]=1[CH2:4][CH2:5][C:9]#[N:10]. The product is ClC1=C(C=CC=C1)CCC#N (3-(0-chlorophenyl) propionitrile). Procedure: Into a 1-liter, three-necked flask equipped with a mechanical stirrer, reflux condenser and nitrogen inlet is placed 138.5 g (0.66 mole) of 2-(o-chlorobenzyl)cyanoacetic acid and 220 ml of dry N,N-dimethylformamide. The mixture is stirred and slowly heated under nitrogen to reflux and held there for 6 hours. The resulting yellow mixture is allowed to cool under nitrogen overnight at room temperature. A precipitate (approximately 0.5 g) that forms is filtered off and the filtrate is poured into 1... Conditions: time 6 hour. Starting materials: ClC1=C(CC(C(=O)O)C#N)C=CC=C1 (2-(o-chlorobenzyl)cyanoacetic acid). Isolated yield 94.7%.